The task is: describe an organic reaction: reactants, conditions, products, and yield. This data is from the Open Reaction Database (ORD), a public repository of structured organic reaction records. Starting materials: FC(OC1=CC=C(C(=O)C2=CC=CC=C2)C=C1)F (4-difluoromethoxybenzophenone), [BH4-].[Na+] (sodium borohydride). Run in CO (methanol). Product: FC(OC1=CC=C(C(C2=CC=CC=C2)O)C=C1)F (4-Difluoromethoxybenzhydrol). As a reaction SMILES: [F:1][CH:2]([F:18])[O:3][C:4]1[CH:17]=[CH:16][C:7]([C:8]([C:10]2[CH:15]=[CH:14][CH:13]=[CH:12][CH:11]=2)=[O:9])=[CH:6][CH:5]=1.[BH4-].[Na+]>CO>[F:1][CH:2]([F:18])[O:3][C:4]1[CH:5]=[CH:6][C:7]([CH:8]([OH:9])[C:10]2[CH:15]=[CH:14][CH:13]=[CH:12][CH:11]=2)=[CH:16][CH:17]=1 |f:1.2|. Procedure: 60 g of 4-difluoromethoxybenzophenone are reduced using sodium borohydride in 400 ml of methanol at 40° C. After an hour, the mixture is concentrated to dryness, 1.2 l of water is added to the contents of the flask and the mixture is extracted with chloroform. The organic phase is then dried and concentrated.